From a dataset of the Open Reaction Database (ORD), a public repository of structured organic reaction records. describe an organic reaction: reactants, conditions, products, and yield As a reaction SMILES: [C:21](=[O:22])([O-:23])[O-:24].[CH2:13]([CH3:14])[N:15]1[CH2:16][CH2:17][NH:18][CH2:19][CH2:20]1.[CH3:28][S:29]([CH3:30])=[O:31].[Cl:1][c:2]1[cH:3][c:4]([N+:10](=[O:11])[O-:12])[c:5]([NH2:6])[cH:7][c:8]1[Cl:9].[K+:25].[K+:26].[OH2:27]>>[Cl:1][c:2]1[cH:3][c:4]([N+:10](=[O:11])[O-:12])[c:5]([NH2:6])[cH:7][c:8]1[N:18]1[CH2:17][CH2:16][N:15]([CH2:13][CH3:14])[CH2:20][CH2:19]1. Starting materials: O=C([O-])[O-], CCN1CCNCC1, CS(C)=O, Nc1cc(Cl)c(Cl)cc1[N+](=O)[O-], [K+], [K+], O. Product: CCN1CCN(c2cc(N)c([N+](=O)[O-])cc2Cl)CC1. Starting materials: 70, ClC(C1=CC(=CC=C1)C(F)(F)F)C1=CC=CC=C1 (1-(chlorophenylmethyl)-3-(trifluoromethyl)benzene), NCCO (2-aminoethanol). Run at temperature 140 celsius, time 3 hour. Yields the product 60, C1(=CC=CC=C1)C(C1=CC(=CC=C1)C(F)(F)F)NCCO (2-[{phenyl[3-(trifluoromethyl)phenyl]methyl}amino]ethanol). Isolated yield 82.0%. Reaction SMILES: Cl[CH:2]([C:13]1[CH:18]=[CH:17][CH:16]=[CH:15][CH:14]=1)[C:3]1[CH:8]=[CH:7][CH:6]=[C:5]([C:9]([F:12])([F:11])[F:10])[CH:4]=1.[NH2:19][CH2:20][CH2:21][OH:22]>>[C:13]1([CH:2]([NH:19][CH2:20][CH2:21][OH:22])[C:3]2[CH:8]=[CH:7][CH:6]=[C:5]([C:9]([F:12])([F:11])[F:10])[CH:4]=2)[CH:18]=[CH:17][CH:16]=[CH:15][CH:14]=1. Reported procedure: A mixture of 70 parts of 1-(chlorophenylmethyl)-3-(trifluoromethyl)benzene and 250 parts of 2-aminoethanol is stirred for 3 hours at 140° C. The reaction mixture is cooled and poured onto water. The product is extracted with 4-methyl-2-pentanone. The extract is dried, filtered and evaporated. The residue is purified by column-chromatography over silica gel using a mixture of trichloromethane and methanol (95:5 by volume) as eluent. The pure fractions are collected and the eluent is evaporated, y... Starting materials: N(=[N+]=[N-])C(C(=O)O)C (2-azidopropionic acid), N(=[N+]=[N-])C(C(=O)O)C (2-azidopropionic acid), C1CCC(CC1)N=C=NC2CCCCC2 (DCC), CCCN(CCC1=CC=CS1)[C@H]2CCC3=C(C=CC=C3O)C2 (rotigotine), C1CCC(CC1)N=C=NC2CCCCC2 (DCC), ester. Reagents/catalysts: CN(C)C=1C=CN=CC1 (4-DMAP), CN(C)C=1C=CN=CC1 (4-DMAP). Run in C(Cl)Cl (DCM). Reaction conditions: time 8 hour. The product is CCCN(CCC1=CC=CS1)[C@H]2CCC3=C(C=CC=C3O)C2.N(=[N+]=[N-])C(C(=O)[O-])C (rotigotine 2-Azidopropionate). RXN SMILES: [N:1]([CH:4]([CH3:8])[C:5]([OH:7])=[O:6])=[N+:2]=[N-:3].[CH3:9][CH2:10][CH2:11][N:12]([C@@H:20]1[CH2:30][C:24]2[CH:25]=[CH:26][CH:27]=[C:28]([OH:29])[C:23]=2[CH2:22][CH2:21]1)[CH2:13][CH2:14][C:15]1[S:19][CH:18]=[CH:17][CH:16]=1.C1CCC(N=C=NC2CCCCC2)CC1>CN(C1C=CN=CC=1)C.C(Cl)Cl>[CH3:9][CH2:10][CH2:11][N:12]([C@@H:20]1[CH2:30][C:24]2[CH:25]=[CH:26][CH:27]=[C:28]([OH:29])[C:23]=2[CH2:22][CH2:21]1)[CH2:13][CH2:14][C:15]1[S:19][CH:18]=[CH:17][CH:16]=1.[N:1]([CH:4]([CH3:8])[C:5]([O-:7])=[O:6])=[N+:2]=[N-:3] |f:5.6|. Reported procedure: In a 100 mL round bottom flask was placed 2-azidopropionic acid (251 mg, 2.02 mmol, 1.3 equiv.—in 3 mL of DCM), rotigotine (500 mg, 1.55 mmol, 1 equiv.), and 4-DMAP (249 mg, 2.02 mmol, 1.3 equiv.—in 6 mL of DCM) and the mixture was allowed to stir under argon. The solution was cooled by placing the flask in an ice-water bath for 5 min. To the solution, DCC was added (421 mg, 2.02 mmol, 1.3 equiv.). The progress of the reaction was followed by reversed phase HPLC. Following overnight stirring at ... Starting materials: solution, [H-].[Al+3].[Li+].[H-].[H-].[H-] (lithium aluminum hydride), COC(=O)C1=CC=2C3=C(NC2C=N1)N=CC(=C3)C3=CC=C(C=C3)CN3CCCCC3 (3-(4-piperidin-1-ylmethyl-phenyl)-9H-dipyrido[2,3-b;4′,3′-d]pyrrole-6-carboxylic acid methyl ester), solution, [H-].[Al+3].[Li+].[H-].[H-].[H-] (lithium aluminum hydride), [C@@H]([C@H](C(=O)[O-])O)(C(=O)[O-])O.[Na+].[K+] (Rochelle's salt), [Cl-].[NH4+] (ammonium chloride). Solvent: O (water), C(Cl)Cl.CO (DCM methanol), C1CCOC1 (THF), C1CCOC1 (THF), C1CCOC1 (THF). Run at time 1 hour. Yields the product N1(CCCCC1)CC1=CC=C(C=C1)C1=CC2=C(NC3=C2C=C(N=C3)CO)N=C1 (3-(4-Piperidin-1-ylmethyl-phenyl)-9H-dipyrido[2,3-b;4′,3′-d]pyrrole-6-methanol). Isolated yield 15.9%. As a reaction SMILES: [H-].[Al+3].[Li+].[H-].[H-].[H-].C[O:8][C:9]([C:11]1[N:19]=[CH:18][C:17]2[NH:16][C:15]3[N:20]=[CH:21][C:22]([C:24]4[CH:29]=[CH:28][C:27]([CH2:30][N:31]5[CH2:36][CH2:35][CH2:34][CH2:33][CH2:32]5)=[CH:26][CH:25]=4)=[CH:23][C:14]=3[C:13]=2[CH:12]=1)=O.[Cl-].[NH4+].[C@H](O)(C([O-])=O)[C@@H](O)C([O-])=O.[Na+].[K+]>C1COCC1.O.C(Cl)Cl.CO>[N:31]1([CH2:30][C:27]2[CH:28]=[CH:29][C:24]([C:22]3[CH:21]=[N:20][C:15]4[NH:16][C:17]5[CH:18]=[N:19][C:11]([CH2:9][OH:8])=[CH:12][C:13]=5[C:14]=4[CH:23]=3)=[CH:25][CH:26]=2)[CH2:36][CH2:35][CH2:34][CH2:33][CH2:32]1 |f:0.1.2.3.4.5,7.8,9.10.11,14.15|. Procedure: A 1M solution of lithium aluminum hydride in THF (1.2 mL, 1.2 mmol) was slowly added to a suspension of 3-(4-piperidin-1-ylmethyl-phenyl)-9H-dipyrido[2,3-b;4′,3′-d]pyrrole-6-carboxylic acid methyl ester (48.0 mg, 0.120 mmol) in THF at 0° C. The mixture was slowly warmed to ambient temperature. A further portion of 1M solution of lithium aluminum hydride in THF (1.2 mL, 1.2 mmol) was added slowly to the bright orange-yellow, homogeneous mixture at ambient temperature. After 1 h, the mixture was t... Starting materials: C(C1=CC=CC=C1)OC1=CC=C(N)C=C1 (4-benzyloxyaniline), BrCC1OCCO1 (2-bromomethyl-1,3-dioxolane), C([O-])([O-])=O.[K+].[K+] (potassium carbonate), COCCC(=O)Cl (3-methoxypropanoyl chloride), NC1=NC=2C=C(C=CC2C2=C1N=C(N2CC(C)(C)O)CCOC)O (4-amino-1-(2-hydroxy-2-methylpropyl)-2-(2-methoxyethyl)-1H-imidazo[4,5-c]quinolin-7-ol), BrCC1OCCO1 (2-bromomethyl-1,3-dioxolane), C([O-])([O-])=O.[K+].[K+] (potassium carbonate), C(C1=CC=CC=C1)OC=1C=CC=2C3=C(C=NC2C1)N=C(N3CC(C)(O)C)CCOC ([7-benzyloxy-2-(2-methoxyethyl)-1H-imidazo[4,5-c]quinolin-1-yl]-2-methylpropan-2-ol), NC1=NC=2C=C(C=CC2C2=C1N=C(N2CC(C)(C)O)CCOC)O (4-amino-1-(2-hydroxy-2-methylpropyl)-2-(2-methoxyethyl)-1H-imidazo[4,5-c]quinolin-7-ol), C(C)OCC(=O)Cl (ethoxyacetyl chloride), C(C1=CC=CC=C1)OC=1C=C(N)C=CC1 (3-benzyloxyaniline), NCC(C)(O)C (1-amino-2-methylpropan-2-ol), C(CC)N (propylamine). The solvent is CN(C)C=O (DMF). Conditions: temperature 70 celsius. Yields the product C(C1=CC=CC=C1)OC=1C=CC=2C3=C(C=NC2C1)N=C(N3CC(C)(O)C)CCOC ([7-Benzyloxy-2-(2-methoxyethyl)-1H-imidazo[4,5-c]quinolin-1-yl]-2-methylpropan-2-ol), NC1=NC=2C=C(C=CC2C2=C1N=C(N2CC(C)(O)C)CCOC)OCC2OCCO2 (1-[4-amino-7-(1,3-dioxolan-2-ylmethoxy)-2-(2-methoxyethyl)-1H-imidazo[4,5-c]quinolin-1-yl]-2-methylpropan-2-ol). Reaction SMILES: [CH2:1]([O:8][C:9]1[CH:10]=[C:11]([CH:13]=[CH:14][CH:15]=1)[NH2:12])[C:2]1[CH:7]=[CH:6][CH:5]=[CH:4][CH:3]=1.[NH2:16][CH2:17][C:18]([CH3:21])([OH:20])[CH3:19].[CH3:22][O:23][CH2:24][CH2:25][C:26](Cl)=O.C(OC1C=[CH:42][C:40]([NH2:41])=[CH:39]C=1)C1C=CC=CC=1.[CH2:44]([NH2:47])[CH2:45][CH3:46].C([O:50][CH2:51][C:52](Cl)=[O:53])C.C(OC1C=CC2C3N(CC(C)(O)C)C(CCOC)=NC=3C=[N:70]C=2C=1)C1C=CC=CC=1.NC1C2N=C(CCOC)N(CC(O)(C)C)C=2C2C=CC(O)=CC=2N=1.BrCC1OCCO1.C(=O)([O-])[O-].[K+].[K+]>CN(C=O)C>[CH2:1]([O:8][C:9]1[CH:15]=[CH:14][C:13]2[C:39]3[N:16]([CH2:17][C:18]([CH3:21])([OH:20])[CH3:19])[C:26]([CH2:25][CH2:24][O:23][CH3:22])=[N:41][C:40]=3[CH:42]=[N:12][C:11]=2[CH:10]=1)[C:2]1[CH:3]=[CH:4][CH:5]=[CH:6][CH:7]=1.[NH2:47][C:44]1[C:45]2[N:70]=[C:26]([CH2:25][CH2:24][O:23][CH3:22])[N:16]([CH2:17][C:18]([CH3:21])([OH:20])[CH3:19])[C:46]=2[C:13]2[CH:14]=[CH:15][C:9]([O:8][CH2:1][CH:2]3[O:53][CH2:52][CH2:51][O:50]3)=[CH:10][C:11]=2[N:12]=1 |f:9.10.11|. Reported procedure: [7-Benzyloxy-2-(2-methoxyethyl)-1H-imidazo[4,5-c]quinolin-1-yl]-2-methylpropan-2-ol was prepared according to a modification of the methods described in Parts A-H of Example 2, with 3-benzyloxyaniline, 1-amino-2-methylpropan-2-ol, and 3-methoxypropanoyl chloride used in lieu of 4-benzyloxyaniline, propylamine, and ethoxyacetyl chloride, respectively. The general methods described in Parts H through J of Example 1 were used to convert [7-benzyloxy-2-(2-methoxyethyl)-1H-imidazo[4,5-c]quinolin-1-yl... The reactants are BrCc1ccccc1, O=C([O-])[O-], CC1=C(C(=O)O)C(c2cccc([N+](=O)[O-])c2)NC(=S)N1, CC(C)=O, CC(C)OC(C)C, [K+], [K+]. Product: CC1=C(C(=O)O)C(c2cccc([N+](=O)[O-])c2)N=C(SCc2ccccc2)N1. Reaction SMILES: [Br:27][CH2:28][c:29]1[cH:30][cH:31][cH:32][cH:33][cH:34]1.[C:21](=[O:22])([O-:23])[O-:24].[CH3:1][C:2]1=[C:3]([C:18](=[O:19])[OH:20])[CH:4]([c:9]2[cH:10][c:11]([N+:15](=[O:16])[O-:17])[cH:12][cH:13][cH:14]2)[NH:5][C:6](=[S:8])[NH:7]1.[CH3:42][C:43](=[O:44])[CH3:45].[CH:35]([O:36][CH:37]([CH3:38])[CH3:39])([CH3:40])[CH3:41].[K+:25].[K+:26]>>[CH3:1][C:2]1=[C:3]([C:18](=[O:19])[OH:20])[CH:4]([c:9]2[cH:10][c:11]([N+:15](=[O:16])[O-:17])[cH:12][cH:13][cH:14]2)[N:5]=[C:6]([S:8][CH2:28][c:29]2[cH:30][cH:31][cH:32][cH:33][cH:34]2)[NH:7]1.